From a dataset of the Open Reaction Database (ORD), a public repository of structured organic reaction records. describe an organic reaction: reactants, conditions, products, and yield Yields the product COC(=O)CCc1ccc(S(C)(=N)=O)cc1. The reactants are COC(=O)CCc1ccc(S(C)(=O)=NC(=O)C(F)(F)F)cc1, CO, [K+], [K+], O=C([O-])[O-]. RXN SMILES: [CH3:1][S:2](=[O:3])(=[N:4][C:5](=[O:6])[C:7]([F:8])([F:9])[F:10])[c:11]1[cH:12][cH:13][c:14]([CH2:17][CH2:18][C:19](=[O:20])[O:21][CH3:22])[cH:15][cH:16]1.[CH3:29][OH:30].[K+:23].[K+:24].[O-:25][C:26]([O-:27])=[O:28]>>[CH3:1][S:2](=[O:3])(=[NH:4])[c:11]1[cH:12][cH:13][c:14]([CH2:17][CH2:18][C:19](=[O:20])[O:21][CH3:22])[cH:15][cH:16]1. Reactants: OCC1CC2=C(CN1C(NC=1C=NC=CC1)=S)SC=C2 ((RS)-5-hydroxymethyl-6-[(pyrid-3-yl)thiocarbamoyl]-4,5,6,7-tetrahydrothieno[2,3-c]pyridine), C (charcoal). Solvent: Cl (hydrochloric acid). Yields the product N1=CC(=CC=C1)N=C1SCC2N1CC1=C(C2)C=CS1 ((RS)-7-[(Pyrid-3-yl)imino]-4,4a,5,9-tetrahydrothiazolo[ 3,4-a]thieno[3,2-d]pyridine). Isolated yield 55.4%. Reaction SMILES: O[CH2:2][CH:3]1[N:8]([C:9](=[S:17])[NH:10][C:11]2[CH:12]=[N:13][CH:14]=[CH:15][CH:16]=2)[CH2:7][C:6]2[S:18][CH:19]=[CH:20][C:5]=2[CH2:4]1.C>Cl>[N:13]1[CH:14]=[CH:15][CH:16]=[C:11]([N:10]=[C:9]2[N:8]3[CH2:7][C:6]4[S:18][CH:19]=[CH:20][C:5]=4[CH2:4][CH:3]3[CH2:2][S:17]2)[CH:12]=1. Reported procedure: A suspension of (RS)-5-hydroxymethyl-6-[(pyrid-3-yl)thiocarbamoyl]-4,5,6,7-tetrahydrothieno[2,3-c]pyridine (2.3 g) in 6 N hydrochloric acid (34 cc) is heated under reflux for 2 hours. The resulting brown solution is decolorised with animal charcoal and filtered. The filtrate is rendered alkaline to pH 11 with a 15% aqueous solution of potassium carbonate and extracted with methylene chloride (150 cc and then 3×100 cc). The organic extracts are combined and dried over sodium sulphate. After filte... The reactants are NC1=CC=C(C=C1)C=1CCC(NN1)=O (6-(p-aminophenyl)-4,5-dihydropyridaz-3-one), ClC(C(=O)Cl)C (2-chloropropionyl chloride). The solvent is C1=CC=CC=C1 (benzene). Product: ClC(C(=O)NC1=CC=C(C=C1)C=1CCC(NN1)=O)C (6-[p-(2-chloropropionylamino)-phenyl]-4,5-dihydropyridaz-3-one). Yield: 92.7%. As a reaction SMILES: [NH2:1][C:2]1[CH:7]=[CH:6][C:5]([C:8]2[CH2:9][CH2:10][C:11](=[O:14])[NH:12][N:13]=2)=[CH:4][CH:3]=1.[Cl:15][CH:16]([CH3:20])[C:17](Cl)=[O:18]>C1C=CC=CC=1>[Cl:15][CH:16]([CH3:20])[C:17]([NH:1][C:2]1[CH:7]=[CH:6][C:5]([C:8]2[CH2:9][CH2:10][C:11](=[O:14])[NH:12][N:13]=2)=[CH:4][CH:3]=1)=[O:18]. Procedure: 47.2 g (0.25 mole) of 6-(p-aminophenyl)-4,5-dihydropyridaz-3-one and 35.6 g (0.28 mole) of 2-chloropropionyl chloride in 250 ml of absolute benzene are refluxed for 2 hours. The product is filtered off at 10° C., washed first with benzene and then with water and dried under reduced pressure at 100° C. 64.8 g (93% of theory) of 6-[p-(2-chloropropionylamino)-phenyl]-4,5-dihydropyridaz-3-one are obtained as a beige solid which, after recrystallization from propanol, melts, with decomposition, at 24... The reactants are CC(C)=O, O=C1CCC(c2cccc(O)c2)N1c1cnc(Oc2ccc(Cl)cc2)cn1, OCCI, [K+], [K+], O=C([O-])[O-]. Product: O=C1CCC(c2cccc(OCCO)c2)N1c1cnc(Oc2ccc(Cl)cc2)cn1. As a reaction SMILES: [CH3:38][C:39](=[O:40])[CH3:41].[Cl:1][c:2]1[cH:3][cH:4][c:5]([O:6][c:7]2[n:8][cH:9][c:10]([N:13]3[C:14](=[O:25])[CH2:15][CH2:16][CH:17]3[c:18]3[cH:19][c:20]([OH:24])[cH:21][cH:22][cH:23]3)[n:11][cH:12]2)[cH:26][cH:27]1.[I:34][CH2:35][CH2:36][OH:37].[K+:28].[K+:29].[O-:30][C:31]([O-:32])=[O:33]>>[Cl:1][c:2]1[cH:3][cH:4][c:5]([O:6][c:7]2[n:8][cH:9][c:10]([N:13]3[C:14](=[O:25])[CH2:15][CH2:16][CH:17]3[c:18]3[cH:19][c:20]([O:24][CH2:35][CH2:36][OH:37])[cH:21][cH:22][cH:23]3)[n:11][cH:12]2)[cH:26][cH:27]1.